This data is from the Open Reaction Database (ORD), a public repository of structured organic reaction records. The task is: describe an organic reaction: reactants, conditions, products, and yield Reactants: CCOC(=O)CCc1cn(Cc2ccnc(OCc3cn4c(-c5ccccc5)cccc4n3)c2)nc1OCC, CCO, Cl, [Na+], C1CCOC1, [OH-]. The product is CCOc1nn(Cc2ccnc(OCc3cn4c(-c5ccccc5)cccc4n3)c2)cc1CCC(=O)O. Reaction SMILES: [CH2:1]([CH3:2])[O:3][c:4]1[n:5][n:6]([CH2:16][c:17]2[cH:18][c:19]([O:23][CH2:24][c:25]3[n:26][c:27]4[n:28]([c:29](-[c:33]5[cH:34][cH:35][cH:36][cH:37][cH:38]5)[cH:30][cH:31][cH:32]4)[cH:39]3)[n:20][cH:21][cH:22]2)[cH:7][c:8]1[CH2:9][CH2:10][C:11](=[O:12])[O:13][CH2:14][CH3:15].[CH3:48][CH2:49][OH:50].[ClH:47].[Na+:41].[O:42]1[CH2:43][CH2:44][CH2:45][CH2:46]1.[OH-:40]>>[CH2:1]([CH3:2])[O:3][c:4]1[n:5][n:6]([CH2:16][c:17]2[cH:18][c:19]([O:23][CH2:24][c:25]3[n:26][c:27]4[n:28]([c:29](-[c:33]5[cH:34][cH:35][cH:36][cH:37][cH:38]5)[cH:30][cH:31][cH:32]4)[cH:39]3)[n:20][cH:21][cH:22]2)[cH:7][c:8]1[CH2:9][CH2:10][C:11](=[O:12])[OH:13].